From a dataset of the Open Reaction Database (ORD), a public repository of structured organic reaction records. describe an organic reaction: reactants, conditions, products, and yield Starting materials: CON(C(=O)C1=C(N=NS1)C)C (N-methoxy-N-methyl-4-methyl-1,2,3-thiadiazole-5-carboxamide), C(C)OCC (diethyl ether), C[Mg]I (methylmagnesium iodide). Solvent: C1CCOC1 (THF). Reaction conditions: time 3 hour. Product: C(C)(=O)C1=C(N=NS1)C (5-Acetyl-4-methyl-1,2,3-thiadiazole). Isolated yield 87.0%. As a reaction SMILES: CON(C)[C:4]([C:6]1[S:10][N:9]=[N:8][C:7]=1[CH3:11])=[O:5].[CH2:13](OCC)C.C[Mg]I>C1COCC1>[C:4]([C:6]1[S:10][N:9]=[N:8][C:7]=1[CH3:11])(=[O:5])[CH3:13]. Procedure details: To a solution of N-methoxy-N-methyl-4-methyl-1,2,3-thiadiazole-5-carboxamide (11.31 g, 60.4 mmol) in THF (100 ml) was added 2M diethyl ether solution of methylmagnesium iodide (45.3 ml, 90.6 mmol) over 0.5 h at 0° C. The mixture was allowed to warm to room temperature and stirred for 3 h. The mixture was quenched with saturated aqueous ammonium chloride (100 ml) and then extracted with diethyl ether (200 ml×2). The extracts were dried (MgSO4) and concentrated to give 7.49 g (87%) of the title co...